From a dataset of the Open Reaction Database (ORD), a public repository of structured organic reaction records. describe an organic reaction: reactants, conditions, products, and yield Starting materials: ClCCl, Fc1ccc(-c2ccccc2)cc1, NCCCCO, O=S(=O)(Cl)Cl, c1ccncc1. The product is O=S(=O)(NCCCCO)c1ccc(-c2ccc(F)cc2)cc1. As a reaction SMILES: [Cl:31][CH2:32][Cl:33].[F:6][c:7]1[cH:8][cH:9][c:10](-[c:13]2[cH:14][cH:15][cH:16][cH:17][cH:18]2)[cH:11][cH:12]1.[NH2:19][CH2:20][CH2:21][CH2:22][CH2:23][OH:24].[S:1](=[O:2])(=[O:3])([Cl:4])[Cl:5].[cH:25]1[cH:26][cH:27][n:28][cH:29][cH:30]1>>[S:1](=[O:2])(=[O:3])([c:16]1[cH:15][cH:14][c:13](-[c:10]2[cH:9][cH:8][c:7]([F:6])[cH:12][cH:11]2)[cH:18][cH:17]1)[NH:19][CH2:20][CH2:21][CH2:22][CH2:23][OH:24].